From a dataset of the Open Reaction Database (ORD), a public repository of structured organic reaction records. describe an organic reaction: reactants, conditions, products, and yield Procedure details: To a solution of the compound (18.2 mg) obtained in Example 2 in methylene chloride (0.5 ml), boron tribromide (a 1.0M methylene chloride solution, 0.30 ml) was added at -78° C., and the temperature was raised to about 2° C. over a period of 3.6 hours. Then, a saturated sodium hydrogen carbonate aqueous solution (20 ml) was added thereto. The reaction solution was extracted with ethyl acetate, and the organic layer was washed with a saturated sodium chloride aqueous solution and then dried over ... RXN SMILES: [CH2:1]([C:3]1[S:7][C:6]([S:8][CH2:9][C:10]2[N:15]=[C:14]([NH:16][CH2:17][C:18]3[CH:23]=[CH:22][CH:21]=[C:20]([O:24]C)[CH:19]=3)[CH:13]=[C:12]([N:26]3[CH2:31][CH2:30][O:29][CH2:28][CH2:27]3)[CH:11]=2)=[N:5][N:4]=1)[CH3:2].C(=O)([O-])O.[Na+]>C(Cl)Cl.B(Br)(Br)Br>[CH2:1]([C:3]1[S:7][C:6]([S:8][CH2:9][C:10]2[N:15]=[C:14]([NH:16][CH2:17][C:18]3[CH:23]=[CH:22][CH:21]=[C:20]([OH:24])[CH:19]=3)[CH:13]=[C:12]([N:26]3[CH2:27][CH2:28][O:29][CH2:30][CH2:31]3)[CH:11]=2)=[N:5][N:4]=1)[CH3:2] |f:1.2|. Run in C(Cl)Cl (methylene chloride), B(Br)(Br)Br (boron tribromide), C(Cl)Cl (methylene chloride). Conditions: temperature 2 celsius. Product: C(C)C1=NN=C(S1)SCC1=CC(=CC(=N1)NCC1=CC(=CC=C1)O)N1CCOCC1 (6-(5-ethyl-1,3,4-thiadiazol-2-ylthiomethyl)-2-(3-hydroxybenzylamino)-4-morpholinopyridine). Starting materials: C(C)C1=NN=C(S1)SCC1=CC(=CC(=N1)NCC1=CC(=CC=C1)OC)N1CCOCC1 (6-(5-ethyl-1,3,4-thiadiazol-2-ylthiomethyl)-2-(3-methoxybenzylamino)-4-morpholinopyridine), C(O)([O-])=O.[Na+] (sodium hydrogen carbonate), compound. Reactants: ClC=1C=C(N)C=C(C1)Cl (3,5-dichloroaniline), C(C)C(C(=O)[O-])=O (ethylglyoxalate), CC1=C(C=C)C=CC(=C1)C (2,4-dimethylstyrene), FC(C(=O)O)(F)F (trifluoroacetic acid). Solvent: C(C)#N (acetonitrile). The product is C(C)OC(=O)C1NC2=CC(=CC(=C2C(C1)C1=C(C=C(C=C1)C)C)Cl)Cl (5,7-dichloro-4-(2,4-dimethylphenyl)-1,2,3,4-tetrahydroquinoline-2-carboxylic Acid Ethyl Ester). RXN SMILES: [Cl:1][C:2]1[CH:3]=[C:4]([CH:6]=[C:7]([Cl:9])[CH:8]=1)[NH2:5].[CH2:10]([C:12](=O)[C:13]([O-:15])=[O:14])[CH3:11].[CH3:17][C:18]1[CH:25]=[C:24]([CH3:26])[CH:23]=[CH:22][C:19]=1C=C.F[C:28](F)(F)[C:29](O)=O>C(#N)C>[CH2:28]([O:15][C:13]([CH:12]1[CH2:10][CH:11]([C:19]2[CH:22]=[CH:23][C:24]([CH3:26])=[CH:25][C:18]=2[CH3:17])[C:3]2[C:4](=[CH:6][C:7]([Cl:9])=[CH:8][C:2]=2[Cl:1])[NH:5]1)=[O:14])[CH3:29]. Procedure details: Compound 21 was prepared by the basic process from 5.0 mmol 3,5-dichloroaniline, 5.5 mmol ethylglyoxalate solution (50% toluene), 15.0 mmol 2,4-dimethylstyrene and 5.0 mmol trifluoroacetic acid in 30.0 ml acetonitrile. The product is Cc1cnc(C2=CCC(C)(C)c3ccc(C#Cc4ccc(C(=O)O)cc4)cc32)s1. Starting materials: CCOC(=O)c1ccc(C#Cc2ccc3c(c2)C(c2ncc(C)s2)=CCC3(C)C)cc1, CCO, [Na+], [OH-]. As a reaction SMILES: [CH3:1][C:2]1([CH3:31])[c:3]2[cH:4][cH:5][c:6]([C:18]#[C:19][c:20]3[cH:21][cH:22][c:23]([C:24](=[O:25])[O:26][CH2:27][CH3:28])[cH:29][cH:30]3)[cH:7][c:8]2[C:9]([c:12]2[s:13][c:14]([CH3:17])[cH:15][n:16]2)=[CH:10][CH2:11]1.[CH3:34][CH2:35][OH:36].[Na+:33].[OH-:32]>>[CH3:1][C:2]1([CH3:31])[c:3]2[cH:4][cH:5][c:6]([C:18]#[C:19][c:20]3[cH:21][cH:22][c:23]([C:24](=[O:25])[OH:26])[cH:29][cH:30]3)[cH:7][c:8]2[C:9]([c:12]2[s:13][c:14]([CH3:17])[cH:15][n:16]2)=[CH:10][CH2:11]1. Reactants: [H-].[Na+] (sodium hydride), BrCCCC(=O)OCC (ethyl 4-bromobutanoate), [N+](=O)([O-])C=1C=C2C(=CNC2=CC1)C=1C=NC=CC1 (5-Nitro-3-(3-pyridyl)-1H-indole), [H-].[Na+] (sodium hydride), BrCCCC(=O)OCC (Ethyl 4-bromobutanoate). The solvent is CN(C=O)C (N,N-dimethylformamide). Conditions: time 30 minute. Product: [N+](=O)([O-])C=1C=C2C(=CN(C2=CC1)CCCC(=O)OCC)C=1C=NC=CC1 (Ethyl 5-nitro-3-(3-pyridyl)-1H-indole-1-butanoate). The yield is 70.4%. Reaction SMILES: [N+:1]([C:4]1[CH:5]=[C:6]2[C:10](=[CH:11][CH:12]=1)[NH:9][CH:8]=[C:7]2[C:13]1[CH:14]=[N:15][CH:16]=[CH:17][CH:18]=1)([O-:3])=[O:2].[H-].[Na+].Br[CH2:22][CH2:23][CH2:24][C:25]([O:27][CH2:28][CH3:29])=[O:26]>CN(C)C=O>[N+:1]([C:4]1[CH:5]=[C:6]2[C:10](=[CH:11][CH:12]=1)[N:9]([CH2:22][CH2:23][CH2:24][C:25]([O:27][CH2:28][CH3:29])=[O:26])[CH:8]=[C:7]2[C:13]1[CH:14]=[N:15][CH:16]=[CH:17][CH:18]=1)([O-:3])=[O:2] |f:1.2|. Procedure details: 5-Nitro-3-(3-pyridyl)-1H-indole (0.60 g) was added portionwise to a stirredsuspension of sodium hydride (0.11 g of 60% dispersion in mineral oil) in dry N,N-dimethylformamide (10 ml) at room temperature, and the mixture wasstirred for 30 minutes. Ethyl 4-bromobutanoate (0.40 g) was added and the mixture was stirred for 18 hours. Further sodium hydride (0.11 g of 60% dispersion) was added, the mixture was stirred for 30 minutes and then further ethyl 4-bromobutanoate (0.40 g) was added. Stirring ...